From a dataset of the Open Reaction Database (ORD), a public repository of structured organic reaction records. describe an organic reaction: reactants, conditions, products, and yield Reactants: CC1CCC(CN1)C(=O)O (6-Methylpiperidine-3-Carboxylic Acid), Cl (hydrochloric acid), CCO (EtOH), [OH-].[Na+] (sodium hydroxide). Solvent: O (water). Product: CC1CCC(CN1)C(=O)OCC (ethyl 6-methylpiperidine-3-carboxylate). RXN SMILES: [CH3:1][CH:2]1[NH:7][CH2:6][CH:5]([C:8]([OH:10])=[O:9])[CH2:4][CH2:3]1.Cl.[OH-].[Na+].[CH3:14][CH2:15]O>O>[CH3:1][CH:2]1[NH:7][CH2:6][CH:5]([C:8]([O:10][CH2:14][CH3:15])=[O:9])[CH2:4][CH2:3]1 |f:2.3|. Procedure details: To 194.1 (1044 mg, 7.29 mmol) in EtOH (5207 μL) was added concentrated hydrochloric acid (405 μL, 7.29 mmol). The resulting solution was heated at reflux for 18 hours. The reaction mixture was then cooled to room temperature and poured onto water. The reaction was brought to pH 10 with 1N sodium hydroxide in water and was then extracted with EtOAc. The organic phase was then dried over anhydrous Na2SO4 and filtered to provide ethyl 6-methylpiperidine-3-carboxylate. ESI-MS M+H 172.2. Reactants: C(C)N1C(CCC1)CNC(C1=C(C=CC(=C1)NS(=O)(=O)CC)OC)=O (N-(1-ethyl-2-pyrrolidinylmethyl)-2-methoxy-5-ethanesulfonamidobenzamide), COS(=O)(=O)OC (dimethylsulfate), resultant mixture. The solvent is CC(=O)C (acetone), C([O-])([O-])=O.[K+].[K+] (potassium carbonate). Yields the product C(C)N1C(CCC1)CNC(C1=C(C=CC(=C1)N(S(=O)(=O)CC)C)OC)=O (N-(1-ethyl-2-pyrrolidinylmethyl)-2-methoxy-5-(N-methylethanesulfonamido)benzamide). The yield is 26.8%. Reaction SMILES: [CH2:1]([N:3]1[CH2:7][CH2:6][CH2:5][CH:4]1[CH2:8][NH:9][C:10](=[O:25])[C:11]1[CH:16]=[C:15]([NH:17][S:18]([CH2:21][CH3:22])(=[O:20])=[O:19])[CH:14]=[CH:13][C:12]=1[O:23][CH3:24])[CH3:2].[CH3:26]OS(OC)(=O)=O>CC(C)=O.C(=O)([O-])[O-].[K+].[K+]>[CH2:1]([N:3]1[CH2:7][CH2:6][CH2:5][CH:4]1[CH2:8][NH:9][C:10](=[O:25])[C:11]1[CH:16]=[C:15]([N:17]([CH3:26])[S:18]([CH2:21][CH3:22])(=[O:20])=[O:19])[CH:14]=[CH:13][C:12]=1[O:23][CH3:24])[CH3:2] |f:3.4.5|. Procedure: To a solution of N-(1-ethyl-2-pyrrolidinylmethyl)-2-methoxy-5-ethanesulfonamidobenzamide (266 mg) in dry acetone (7 ml), potassium carbonate and dimethylsulfate (100 mg) are added, and the resultant mixture is refluxed for 30 minutes. After evaporating the acetone, the residue is mixed with water and shaken with methylene chloride. The organic layer is washed with water, dried over sodium sulfate, and evaporated to remove the solvent. The residue is dissolved in methylene chloride, and the resul... Reactants: Brc1ccc(Br)nc1, O=C([O-])[O-], CS(C)=O, CCOC(C)=O, [K+], [K+], CC(C)(C)OC(=O)N1CCCNCC1. Product: CC(C)(C)OC(=O)N1CCCN(c2ccc(Br)cn2)CC1. RXN SMILES: [Br:15][c:16]1[n:17][cH:18][c:19]([Br:22])[cH:20][cH:21]1.[C:23](=[O:24])([O-:25])[O-:26].[CH3:29][S:30](=[O:31])[CH3:32].[CH3:33][CH2:34][O:35][C:36](=[O:37])[CH3:38].[K+:27].[K+:28].[N:1]1([C:8](=[O:9])[O:10][C:11]([CH3:12])([CH3:13])[CH3:14])[CH2:2][CH2:3][NH:4][CH2:5][CH2:6][CH2:7]1>>[N:1]1([C:8](=[O:9])[O:10][C:11]([CH3:12])([CH3:13])[CH3:14])[CH2:2][CH2:3][N:4]([c:16]2[n:17][cH:18][c:19]([Br:22])[cH:20][cH:21]2)[CH2:5][CH2:6][CH2:7]1. The reactants are C1(=CC=CC=C1)P(C1=CC=CC=C1)C1=CC=CC=C1 (triphenylphosphine), C1(=CC=CC=C1)P(C1=CC=CC=C1)C1=CC=CC=C1 (triphenylphosphine), CCCCCC.C(C)(=O)OCC (hexane ethyl acetate), C(C1=CC=CC=C1)ONC(C(NC(=O)OC(C)(C)C)C1(CCC1)O)=O (N-(Benzyloxy)-N2 -(t-butoxycarbonyl)-α-(1-hydroxycyclobutyl)glycinamide), CCOC(=O)/N=N/C(=O)OCC (diethylazodicarboxylate). Run in O1CCCC1 (tetrahydrofuran), O1CCCC1 (tetrahydrofuran). Reaction conditions: temperature 0 celsius, time 1 hour. Product: C(C1=CC=CC=C1)ON1C(C(C12CCC2)NC(=O)OC(C)(C)C)=O (1-(Benzyloxy)-3-[(t-butoxycarbonyl)amino]-2-oxo-1-azaspiro[3.3]heptane). Reaction SMILES: [CH2:1]([O:8][NH:9][C:10](=[O:25])[CH:11]([C:20]1(O)[CH2:23][CH2:22][CH2:21]1)[NH:12][C:13]([O:15][C:16]([CH3:19])([CH3:18])[CH3:17])=[O:14])[C:2]1[CH:7]=[CH:6][CH:5]=[CH:4][CH:3]=1.CCOC(/N=N/C(OCC)=O)=O.C1(P(C2C=CC=CC=2)C2C=CC=CC=2)C=CC=CC=1.CCCCCC.C(OCC)(=O)C>O1CCCC1>[CH2:1]([O:8][N:9]1[C:20]2([CH2:23][CH2:22][CH2:21]2)[CH:11]([NH:12][C:13]([O:15][C:16]([CH3:19])([CH3:18])[CH3:17])=[O:14])[C:10]1=[O:25])[C:2]1[CH:7]=[CH:6][CH:5]=[CH:4][CH:3]=1 |f:3.4|. Procedure details: N-(Benzyloxy)-N2 -(t-butoxycarbonyl)-α-(1-hydroxycyclobutyl)glycinamide (3.50 g, 10 mmole) in 200 ml of dry tetrahydrofuran at 0° C. under argon was treated with 2.4 ml (15 mmole) of diethylazodicarboxylate, then with a solution of triphenylphosphine (5.2 g, 20 mmole) in 50 ml of tetrahydrofuran over 10 minutes, and the mixture stirred at 0° C. for one hour. The yellow color persisted so an additional 0.52 g (2 mmole) of triphenylphosphine was added. After 15 minutes, evaporation in vacuo gave a... The reactants are ClC1=CC=CC2=C1C(N(CC=1N2C=NC1I)C)=O (7-chloro-4,5-dihydro-3-iodo-5-methyl-6H-imidazo[1,5-a][1,4]benzodiazepin-6-one), CC(C#C)(C)C (3,3-dimethyl-1-butyne). The reagents and catalysts are Cl[Pd]([P](C1=CC=CC=C1)(C2=CC=CC=C2)C3=CC=CC=C3)([P](C4=CC=CC=C4)(C5=CC=CC=C5)C6=CC=CC=C6)Cl (bis-(triphenylphosphine)-palladium(II) dichloride), [Cu]I (copper(I) iodide). Run in C(C)NCC (diethylamine). Product: ClC1=CC=CC2=C1C(N(CC=1N2C=NC1C#CC(C)(C)C)C)=O (7-chloro-3-(3,3-dimethyl-1-butynyl)-4,5-dihydro-5-methyl-6H-imidazo[1,5-a][1,4]benzodiazepin-6-one). RXN SMILES: [Cl:1][C:2]1[C:7]2[C:8](=[O:18])[N:9]([CH3:17])[CH2:10][C:11]3[N:12]([CH:13]=[N:14][C:15]=3I)[C:6]=2[CH:5]=[CH:4][CH:3]=1.[CH3:19][C:20]([CH3:24])([CH3:23])[C:21]#[CH:22]>C(NCC)C.Cl[Pd](Cl)([P](C1C=CC=CC=1)(C1C=CC=CC=1)C1C=CC=CC=1)[P](C1C=CC=CC=1)(C1C=CC=CC=1)C1C=CC=CC=1.[Cu]I>[Cl:1][C:2]1[C:7]2[C:8](=[O:18])[N:9]([CH3:17])[CH2:10][C:11]3[N:12]([CH:13]=[N:14][C:15]=3[C:22]#[C:21][C:20]([CH3:24])([CH3:23])[CH3:19])[C:6]=2[CH:5]=[CH:4][CH:3]=1 |^1:32,51|. Reported procedure: 3.73 g (10 mmol) of 7-chloro-4,5-dihydro-3-iodo-5-methyl-6H-imidazo[1,5-a][1,4]benzodiazepin-6-one was stirred at the boiling temperature for 24 hours with 1.46 ml (12 mmol) of 3,3-dimethyl-1-butyne, 70 mg of bis-(triphenylphosphine)-palladium(II) dichloride and 10 mg of copper(I) iodide in 30 ml of diethylamine. After evaporation of the reaction mixture the residue was taken up in methylene chloride and washed twice with water. The organic phase was dried over magnesium sulphate, evaporated and... Reactants: ClC=1C(=C2C(=NC1)NC(=N2)C2=CC=C(C=C2)OCCN2CCOCC2)Cl (6,7-Dichloro-2-[4-(2-morpholin-4-ylethoxy)phenyl]-3H-imidazo[4,5-b]pyridine), N1CCCC1 (pyrrolidine). Run in CN(C)C=O (DMF). Conditions: temperature 150 celsius. Product: ClC=1C(=C2C(=NC1)NC(=N2)C2=CC=C(C=C2)OCCN2CCOCC2)N2CCCC2 (6-Chloro-2-[4-(2-morpholin-4-ylethoxy)phenyl]-7-pyrrolidin-1-yl-3H-imidazo[4,5-b]pyridine). The yield is 18.7%. As a reaction SMILES: [Cl:1][C:2]1[C:3](Cl)=[C:4]2[N:10]=[C:9]([C:11]3[CH:16]=[CH:15][C:14]([O:17][CH2:18][CH2:19][N:20]4[CH2:25][CH2:24][O:23][CH2:22][CH2:21]4)=[CH:13][CH:12]=3)[NH:8][C:5]2=[N:6][CH:7]=1.[NH:27]1[CH2:31][CH2:30][CH2:29][CH2:28]1>CN(C=O)C>[Cl:1][C:2]1[C:3]([N:27]2[CH2:31][CH2:30][CH2:29][CH2:28]2)=[C:4]2[N:10]=[C:9]([C:11]3[CH:12]=[CH:13][C:14]([O:17][CH2:18][CH2:19][N:20]4[CH2:21][CH2:22][O:23][CH2:24][CH2:25]4)=[CH:15][CH:16]=3)[NH:8][C:5]2=[N:6][CH:7]=1. Reported procedure: 6,7-Dichloro-2-[4-(2-morpholin-4-ylethoxy)phenyl]-3H-imidazo[4,5-b]pyridine (Example 206) (0.010 g, 0.025 mmol) and pyrrolidine (0.03 ml, 0.4 mmol) were dissolved in DMF (1 ml) and heated in a sealed vial at 150° C. for 3 h. The excess amine and the solvent were removed under reduced pressure, and the solid residue was washed with CH3CN, giving the title product (0.002 g, 19%).